This data is from the Open Reaction Database (ORD), a public repository of structured organic reaction records. The task is: describe an organic reaction: reactants, conditions, products, and yield Reactants: C1(=CC=CC=C1)CCCCCC=O (6-phenyl 1-hexanal), C(C)(C)(C)NO (N-tert-butylhydroxylamine). Run in CO (methanol). Run at time 4 hour. Yields the product C(C)(C)(C)[N+](=CCCCCCC1=CC=CC=C1)[O-] (N-tert-butyl-C-(5-phenylpentyl)nitrone). Isolated yield 63.4%. RXN SMILES: [C:1]1([CH2:7][CH2:8][CH2:9][CH2:10][CH2:11][CH:12]=O)[CH:6]=[CH:5][CH:4]=[CH:3][CH:2]=1.[C:14]([NH:18][OH:19])([CH3:17])([CH3:16])[CH3:15]>CO>[C:14]([N+:18]([O-:19])=[CH:12][CH2:11][CH2:10][CH2:9][CH2:8][CH2:7][C:1]1[CH:6]=[CH:5][CH:4]=[CH:3][CH:2]=1)([CH3:17])([CH3:16])[CH3:15]. Procedure details: To a solution of 6-phenyl 1-hexanal (4.93 g, 28.0 mmol, 1 equiv) in methanol (50 ml) was added N-tert-butylhydroxylamine (3.00 g, 33.6 mmol, 1.2 equiv), and the mixture was stirred at rt. for 4 h. Concentration of the mixture gave a light colored oil which was purified by flash chromatography (EtOAc) to give N-tert-butyl-C-(5-phenylpentyl)nitrone (4.39 g, 89.0%) as a colorless oil: 1H NMR (CD3OD) δ 7.28–7.11 (m, 6H), 2.66–2.24 (m, 4H,), 1.72–1.24 (m, 15H). The reactants are COC=1C(N(C(=NC1)C1=CC=C(C=C1)OC1=CC=CC=C1)C)=O (5-methoxy-3-methyl-2-(4-phenoxyphenyl)pyrimidin-4(3H)-one), solution, B(Br)(Br)Br (BBr3). Solvent: C(Cl)Cl (CH2Cl2), C(Cl)Cl (CH2Cl2). Reaction conditions: temperature 0 celsius, time 1 hour. The product is OC=1C(N(C(=NC1)C1=CC=C(C=C1)OC1=CC=CC=C1)C)=O (5-hydroxy-3-methyl-2-(4-phenoxyphenyl)pyrimidin-4(3H)-one). Isolated yield 74.7%. As a reaction SMILES: C[O:2][C:3]1[C:4](=[O:23])[N:5]([CH3:22])[C:6]([C:9]2[CH:14]=[CH:13][C:12]([O:15][C:16]3[CH:21]=[CH:20][CH:19]=[CH:18][CH:17]=3)=[CH:11][CH:10]=2)=[N:7][CH:8]=1.B(Br)(Br)Br>C(Cl)Cl>[OH:2][C:3]1[C:4](=[O:23])[N:5]([CH3:22])[C:6]([C:9]2[CH:10]=[CH:11][C:12]([O:15][C:16]3[CH:21]=[CH:20][CH:19]=[CH:18][CH:17]=3)=[CH:13][CH:14]=2)=[N:7][CH:8]=1. Reported procedure: To a solution of 133 g (4.30 mmol) 5-methoxy-3-methyl-2-(4-phenoxyphenyl)pyrimidin-4(3H)-one in 25 ml CH2Cl2 was added 34.4 ml (34.4 mmol) of a 1 M solution of BBr3 in CH2Cl2. The reaction mixture was stirred for 1 h, cooled to 0° C., quenched with 100 ml MeOH, and concentrated in vacuo. Purification by HPLC gave 945 mg (70% yield) of 5-hydroxy-3-methyl-2-(4-phenoxyphenyl)pyrimidin-4(3H)-one. LCMS [M+H]+=2951. Reactants: COc1nn2c(c1C1CCN(C(=O)OC(C)(C)C)CC1)CCCC2, C1CCNCC1. Reaction SMILES: [C:1]([O:2][C:3](=[O:4])[N:8]1[CH2:9][CH2:10][CH:11]([c:14]2[c:15]([O:23][CH3:24])[n:16][n:17]3[c:18]2[CH2:19][CH2:20][CH2:21][CH2:22]3)[CH2:12][CH2:13]1)([CH3:5])([CH3:6])[CH3:7].[CH2:25]1[CH2:26][CH2:27][NH:28][CH2:29][CH2:30]1>>[NH:8]1[CH2:9][CH2:10][CH:11]([c:14]2[c:15]([O:23][CH3:24])[n:16][n:17]3[c:18]2[CH2:19][CH2:20][CH2:21][CH2:22]3)[CH2:12][CH2:13]1. Yields the product COc1nn2c(c1C1CCNCC1)CCCC2. Starting materials: ClCCCCOC1(CC=CC=C1)C(=CC1=CC=CC=C1)C1=CC=CC=C1 (1-(4-chlorobutoxy)phenyl-1,2-diphenyl ethylene), C(Cl)(Cl)Cl (chloroform), ClN1C(CCC1=O)=O (N-chlorosuccinimide). Solvent: O (water). Reaction conditions: time 18 hour. Yields the product ClCCCCOC1(CC=CC=C1)C(=C(C1=CC=CC=C1)Cl)C1=CC=CC=C1 (1-(4-chlorobutoxy)phenyl-2-chloro-1,2-diphenyl ethylene). RXN SMILES: [Cl:1][CH2:2][CH2:3][CH2:4][CH2:5][O:6][C:7]1([C:13]([C:21]2[CH:26]=[CH:25][CH:24]=[CH:23][CH:22]=2)=[CH:14][C:15]2[CH:20]=[CH:19][CH:18]=[CH:17][CH:16]=2)[CH:12]=[CH:11][CH:10]=[CH:9][CH2:8]1.C(Cl)(Cl)[Cl:28].ClN1C(=O)CCC1=O>O>[Cl:1][CH2:2][CH2:3][CH2:4][CH2:5][O:6][C:7]1([C:13]([C:21]2[CH:22]=[CH:23][CH:24]=[CH:25][CH:26]=2)=[C:14]([Cl:28])[C:15]2[CH:16]=[CH:17][CH:18]=[CH:19][CH:20]=2)[CH:8]=[CH:9][CH:10]=[CH:11][CH2:12]1. Reported procedure: Combine (E and Z)-1-(4-chlorobutoxy)phenyl-1,2-diphenyl ethylene (20.2 mol) and chloroform (60 L). Add N-chlorosuccinimide (7 kg, 52.4 mol). Heat to reflux. After 18 hours, cool to ambient temperature and add water. Separate the organic layer and extract with aqueous saturated sodium carbonate solution. Separate the organic layer and evaporate in vacuo to give (E and Z)-1-(4-chlorobutoxy)phenyl-2-chloro-1,2-diphenyl ethylene. Reactants: CCOC(=O)CBr, O=C([O-])[O-], Oc1ccc(OCc2ccccc2)cc1, CC(C)=O, [I-], [K+], [K+], [K+]. Product: CCOC(=O)COc1ccc(OCc2ccccc2)cc1. As a reaction SMILES: [Br:16][CH2:17][C:18](=[O:19])[O:20][CH2:21][CH3:22].[C:23](=[O:24])([O-:25])[O-:26].[CH2:1]([c:2]1[cH:3][cH:4][cH:5][cH:6][cH:7]1)[O:8][c:9]1[cH:10][cH:11][c:12]([OH:15])[cH:13][cH:14]1.[CH3:31][C:32](=[O:33])[CH3:34].[I-:30].[K+:27].[K+:28].[K+:29]>>[CH2:1]([c:2]1[cH:3][cH:4][cH:5][cH:6][cH:7]1)[O:8][c:9]1[cH:10][cH:11][c:12]([O:15][CH2:17][C:18](=[O:19])[O:20][CH2:21][CH3:22])[cH:13][cH:14]1. Yield: 83.0%. As a reaction SMILES: C[C:2](C)([C:4](=[O:14])[CH2:5][C:6](=[N:8][CH2:9][CH2:10][N:11]([CH3:13])[CH3:12])[CH3:7])C.CC(CC(C)=O)=O.[O-]S([O-])(=O)=O.[Na+].[Na+]>>[CH3:12][N:11]([CH2:10][CH2:9][N:8]=[C:6]([CH3:7])[CH2:5][C:4](=[O:14])[CH3:2])[CH3:13] |f:2.3.4|. Procedure details: In a procedure analogously to 2,2-dimethyl-5-(dimethylaminoethyl-imino)-3-hexanone, starting with starting with 2,4-pentadione (8.00 g, 80.7 mmol), Na2SO4 (14 g, 98.64 mmol), and 3-(dimethylamino)ethylamine (7.83 g, 88.8 mmol). A green liquid was obtained via vacuum distillation at an oil bath of 95-105° C. under 150 mTorr. The yield was 83%. GC analysis indicated one peak. Yields the product CN(C)CCN=C(CC(C)=O)C (4-(dimethylaminoethyl-imino)-2-pentanone). Starting materials: CC(C)(C(CC(C)=NCCN(C)C)=O)C (2,2-dimethyl-5-(dimethylaminoethyl-imino)-3-hexanone), 3-(dimethylamino)ethylamine, CC(=O)CC(=O)C (2,4-pentadione), [O-]S(=O)(=O)[O-].[Na+].[Na+] (Na2SO4). Yields the product OC1C(N(C(N1CC1=CC(=CC=C1)[N+](=O)[O-])=O)CC(=O)O)=O (5-hydroxy-1-(3-nitrobenzyl)-2,4-dioxoimidazolidine-3-acetic acid). Reactants: O=C1N(C(NC1)=O)CC(=O)[O-] (dioxoimidazolidine-3-acetate), [N+](=O)([O-])C=1C=C(CN2C(N(C(C2=O)=O)CC(=O)O)=S)C=CC1 (3-(3-nitrobenzyl)-4,5-dioxo-2-thioxoimidazolidine-1-acetic acid). Solvent: Cl (hydrochloric acid), O1CCOCC1 (dioxane). Reaction SMILES: [O:1]=C1CNC(=O)N1CC([O-])=O.[N+:12]([C:15]1[CH:16]=[C:17]([CH:31]=[CH:32][CH:33]=1)[CH2:18][N:19]1[C:23](=[O:24])[C:22](=[O:25])[N:21]([CH2:26][C:27]([OH:29])=[O:28])[C:20]1=S)([O-:14])=[O:13]>Cl.O1CCOCC1>[OH:24][CH:23]1[N:19]([CH2:18][C:17]2[CH:31]=[CH:32][CH:33]=[C:15]([N+:12]([O-:14])=[O:13])[CH:16]=2)[C:20](=[O:1])[N:21]([CH2:26][C:27]([OH:29])=[O:28])[C:22]1=[O:25]. Conditions: time 6 hour. Procedure details: The above-prepared dioxoimidazolidine-3-acetate product of paragraph (2) (3.6 g) was dissolved in a mixed solvent of 4N hydrochloric acid and dioxane and the solution was stirred at room temperature for six hours. The reaction solution was concentrated in vacuo to dryness and then chloroform was added to the residue. The crystals were dislodged from the wall of the reaction flask with a spatula. The solid was collected by filtration, washed with chloroform and dried to give 0.8 g of 5-hydroxy-1-...